From a dataset of the Open Reaction Database (ORD), a public repository of structured organic reaction records. describe an organic reaction: reactants, conditions, products, and yield Starting materials: COC(=O)Cl, Cc1ccnc(Nc2ncc(Sc3ccnc(C(=O)NCC4(c5ccccn5)CCNCC4)c3F)s2)c1. Product: COC(=O)N1CCC(CNC(=O)c2nccc(Sc3cnc(Nc4cc(C)ccn4)s3)c2F)(c2ccccn2)CC1. Reaction SMILES: [Cl:38][C:39](=[O:40])[O:41][CH3:42].[F:1][c:2]1[c:3]([C:22](=[O:23])[NH:24][CH2:25][C:26]2([c:32]3[n:33][cH:34][cH:35][cH:36][cH:37]3)[CH2:27][CH2:28][NH:29][CH2:30][CH2:31]2)[n:4][cH:5][cH:6][c:7]1[S:8][c:9]1[cH:10][n:11][c:12]([NH:14][c:15]2[n:16][cH:17][cH:18][c:19]([CH3:21])[cH:20]2)[s:13]1>>[F:1][c:2]1[c:3]([C:22](=[O:23])[NH:24][CH2:25][C:26]2([c:32]3[n:33][cH:34][cH:35][cH:36][cH:37]3)[CH2:27][CH2:28][N:29]([C:39](=[O:40])[O:41][CH3:42])[CH2:30][CH2:31]2)[n:4][cH:5][cH:6][c:7]1[S:8][c:9]1[cH:10][n:11][c:12]([NH:14][c:15]2[n:16][cH:17][cH:18][c:19]([CH3:21])[cH:20]2)[s:13]1.